This data is from the Open Reaction Database (ORD), a public repository of structured organic reaction records. The task is: describe an organic reaction: reactants, conditions, products, and yield Reactants: COC(C=P(C1=CC=CC=C1)(C1=CC=CC=C1)C1=CC=CC=C1)=O (Methyl(triphenylphosphoranylidene)acetate), COC1=CC=C(CNC2=NC3=CC=C(C=C3C=C2C=O)Br)C=C1 (2-(4-methoxybenzylamino)-6-bromoquinoline-3-carbaldehyde), C1CCOC1 (THF). Run at temperature 70 celsius. Procedure details: DMF (54 ml, 701 mmol, 2.5 eq.) was added dropwise (via a syringe pump) to phosphoryl trichloride (179 ml, 1962 mmol, 7.0 eq.) in a 350 mL sealed tube in an ice bath under nitrogen. After the addition, the water bath was removed and N-(4-bromophenyl)acetamide (60 g, 280 mmol) was added in one portion and the resulting mixture was stirred until a homogenous solution was observed (approx. 30 min.). The reaction vessel was sealed and heated at 75° C. for 48 h. The reaction was allowed to cool and sl... The product is COC1=CC=C(CNC2=NC3=CC=C(C=C3C=C2/C=C/C(=O)OC)Br)C=C1 ((E)-methyl 3-(2-(4-methoxybenzylamino)-6-bromoquinolin-3-yl)acrylate). RXN SMILES: [CH3:1][O:2][C:3](=[O:24])[CH:4]=P(C1C=CC=CC=1)(C1C=CC=CC=1)C1C=CC=CC=1.[CH3:25][O:26][C:27]1[CH:47]=[CH:46][C:30]([CH2:31][NH:32][C:33]2[C:42](C=O)=[CH:41][C:40]3[C:35](=[CH:36][CH:37]=[C:38]([Br:45])[CH:39]=3)[N:34]=2)=[CH:29][CH:28]=1.[CH2:48]1COCC1>>[CH3:25][O:26][C:27]1[CH:28]=[CH:29][C:30]([CH2:31][NH:32][C:33]2[C:42](/[CH:48]=[CH:4]/[C:3]([O:2][CH3:1])=[O:24])=[CH:41][C:40]3[C:35](=[CH:36][CH:37]=[C:38]([Br:45])[CH:39]=3)[N:34]=2)=[CH:46][CH:47]=1. Starting materials: COc1ccc(B(O)O)cc1 (effective_coupling_partner), CCN(CC)C(=O)Oc2ccc1ccccc1c2 (substrate). The product is COc3ccc(c2ccc1ccccc1c2)cc3. Conditions: temperature 130 celsius, time 24 hour. Reagents/catalysts: PCy3. Starting materials: CCO, Clc1ccc2oc(C3CCNCC3)nc2c1, CC(=O)N1CCc2c(c(-c3ccc(C(F)(F)F)cc3)nn2CC2CO2)C1. Product: CC(=O)N1CCc2c(c(-c3ccc(C(F)(F)F)cc3)nn2CC(O)CN2CCC(c3nc4cc(Cl)ccc4o3)CC2)C1. RXN SMILES: [CH3:43][CH2:44][OH:45].[Cl:1][c:2]1[cH:3][cH:4][c:5]2[c:6]([n:7][c:8]([CH:10]3[CH2:11][CH2:12][NH:13][CH2:14][CH2:15]3)[o:9]2)[cH:16]1.[O:17]1[CH:18]([CH2:20][n:21]2[n:22][c:23](-[c:33]3[cH:34][cH:35][c:36]([C:39]([F:40])([F:41])[F:42])[cH:37][cH:38]3)[c:24]3[c:29]2[CH2:28][CH2:27][N:26]([C:30]([CH3:31])=[O:32])[CH2:25]3)[CH2:19]1>>[Cl:1][c:2]1[cH:3][cH:4][c:5]2[c:6]([n:7][c:8]([CH:10]3[CH2:11][CH2:12][N:13]([CH2:19][CH:18]([OH:17])[CH2:20][n:21]4[n:22][c:23](-[c:33]5[cH:34][cH:35][c:36]([C:39]([F:40])([F:41])[F:42])[cH:37][cH:38]5)[c:24]5[c:29]4[CH2:28][CH2:27][N:26]([C:30]([CH3:31])=[O:32])[CH2:25]5)[CH2:14][CH2:15]3)[o:9]2)[cH:16]1. Starting materials: O1COC2=C1C=CC(=C2)C2OC1=CC=C(C=C1C(=C2C(=O)OC)C2=CC1=C(OCO1)C=C2)OC(C)C (Methyl 2,4-di(benzo[1,3]dioxol-5-yl)-6-isopropoxy-2H-chromen-3-carboxylate), aqueous solution, [OH-].[Na+] (sodium hydroxide). Solvent: C1CCOC1 (THF), CO (methanol). Yields the product O1COC2=C1C=CC(=C2)C2OC1=CC=C(C=C1C(=C2C(=O)O)C2=CC1=C(OCO1)C=C2)OC(C)C (2,4-Di(benzo[1,3]dioxol-5-yl)-6-isopropoxy-2H-chromen-3-carboxylic acid). As a reaction SMILES: [O:1]1[C:5]2[CH:6]=[CH:7][C:8]([CH:10]3[C:19]([C:20]([O:22]C)=[O:21])=[C:18]([C:24]4[CH:32]=[CH:31][C:27]5[O:28][CH2:29][O:30][C:26]=5[CH:25]=4)[C:17]4[C:12](=[CH:13][CH:14]=[C:15]([O:33][CH:34]([CH3:36])[CH3:35])[CH:16]=4)[O:11]3)=[CH:9][C:4]=2[O:3][CH2:2]1.[OH-].[Na+]>C1COCC1.CO>[O:1]1[C:5]2[CH:6]=[CH:7][C:8]([CH:10]3[C:19]([C:20]([OH:22])=[O:21])=[C:18]([C:24]4[CH:32]=[CH:31][C:27]5[O:28][CH2:29][O:30][C:26]=5[CH:25]=4)[C:17]4[C:12](=[CH:13][CH:14]=[C:15]([O:33][CH:34]([CH3:36])[CH3:35])[CH:16]=4)[O:11]3)=[CH:9][C:4]=2[O:3][CH2:2]1 |f:1.2|. Reported procedure: A mixture of compound (Ia-3) (57 mg, 0.117 mmol) and 1 M aqueous solution of sodium hydroxide (1.2 ml) in THF (2 ml) and methanol (2 ml) were refluxed for 1 h. The solvent was removed under reduced pressure, acidified with hydrochloric acid and extracted with ether three times. The ether layers were combined, washed with water and brine, dried over magnesium sulfate, and concentrated under reduced pressure. The residue was recrystallized from acetone-isopropylether to give compound (I-1) (37 mg,... The reactants are O (water), ClCCCCSC1=CC=CC=2N1C=CN2 (5-(4-chlorobutylthio)imidazo[1,2-a]pyridine), CN1CCN(CC1)C=C1C(NC(S1)=O)=O (5-(1-methylpiperazin-4-yl)methylene-thiazolidine-2,4-dione), C1CCC2=NCCCN2CC1 (1,8-diazabicyclo[5.4.0]-7-undecene). Run in CN(C=O)C (N,N-dimethylformamide). Run at temperature 80 celsius, time 3 hour. The product is CN1CCN(CC1)C=C1C(N(C(S1)=O)CCCCSC1=CC=CC=2N1C=CN2)=O (5-(1-methylpiperazin-4-yl)methylene-3-[4-(imidazo[1,2-a]pyridin-5-ylthio)butyl]thiazolidine-2,4-dione). As a reaction SMILES: Cl[CH2:2][CH2:3][CH2:4][CH2:5][S:6][C:7]1[N:12]2[CH:13]=[CH:14][N:15]=[C:11]2[CH:10]=[CH:9][CH:8]=1.[CH3:16][N:17]1[CH2:22][CH2:21][N:20]([CH:23]=[C:24]2[S:28][C:27](=[O:29])[NH:26][C:25]2=[O:30])[CH2:19][CH2:18]1.C1CCN2C(=NCCC2)CC1.O>CN(C)C=O>[CH3:16][N:17]1[CH2:22][CH2:21][N:20]([CH:23]=[C:24]2[S:28][C:27](=[O:29])[N:26]([CH2:2][CH2:3][CH2:4][CH2:5][S:6][C:7]3[N:12]4[CH:13]=[CH:14][N:15]=[C:11]4[CH:10]=[CH:9][CH:8]=3)[C:25]2=[O:30])[CH2:19][CH2:18]1. Reported procedure: To a solution of 241 mg (1.0 mmol) of 5-(4-chlorobutylthio)imidazo[1,2-a]pyridine and 227 mg (1.0 mmol) of 5-(1-methylpiperazin-4-yl)methylene-thiazolidine-2,4-dione in 10 ml of N,N-dimethylformamide, 0.15 ml (1.0 mmol) of 1,8-diazabicyclo[5.4.0]-7-undecene was added, followed by stirring at 80° C. for 3 hours. After the reaction mixture was cooled, water was added; the mixture was extracted with ethyl acetate and dried, after which the solvent was distilled off. The residue was purified by colu... Starting materials: C=CCN, COC(=O)C(O)C1OC(n2cnc3c(N)ncnc32)C(O)C1O, CO. RXN SMILES: [CH2:24]([CH:25]=[CH2:26])[NH2:27].[CH3:1][O:2][C:3](=[O:4])[CH:5]([CH:6]1[CH:7]([OH:22])[CH:8]([OH:21])[CH:9]([n:11]2[cH:12][n:13][c:14]3[c:15]([NH2:16])[n:17][cH:18][n:19][c:20]23)[O:10]1)[OH:23].[CH3:28][OH:29]>>[O:2]=[C:3]([CH:5]([CH:6]1[CH:7]([OH:22])[CH:8]([OH:21])[CH:9]([n:11]2[cH:12][n:13][c:14]3[c:15]([NH2:16])[n:17][cH:18][n:19][c:20]23)[O:10]1)[OH:23])[NH:27][CH2:24][CH:25]=[CH2:26]. The product is C=CCNC(=O)C(O)C1OC(n2cnc3c(N)ncnc32)C(O)C1O.